From a dataset of the Open Reaction Database (ORD), a public repository of structured organic reaction records. describe an organic reaction: reactants, conditions, products, and yield The reactants are C(C1=CC=CC=C1)C1=C(NC2=CC=C(C=C12)Br)C (3-benzyl-5-bromo-2-methyl-1H-indole), k-t-butoxide, CI (methyl iodide). Run in CN(C)C=O (DMF). Product: C(C1=CC=CC=C1)C1=C(N(C2=CC=C(C=C12)Br)C)C (3-Benzyl-5-bromo-1,2-dimethyl-1H-indole), product. Isolated yield 90.7%. As a reaction SMILES: [CH2:1]([C:8]1[C:16]2[C:11](=[CH:12][CH:13]=[C:14]([Br:17])[CH:15]=2)[NH:10][C:9]=1[CH3:18])[C:2]1[CH:7]=[CH:6][CH:5]=[CH:4][CH:3]=1.[CH3:19]I>CN(C=O)C>[CH2:1]([C:8]1[C:16]2[C:11](=[CH:12][CH:13]=[C:14]([Br:17])[CH:15]=2)[N:10]([CH3:19])[C:9]=1[CH3:18])[C:2]1[CH:3]=[CH:4][CH:5]=[CH:6][CH:7]=1. Procedure: The desired product was prepared using a procedure similar to step 2 of example 3. Thus, 3-benzyl-5-bromo-2-methyl-1H-indole (1.530 g, 5.097 mmol) was reacted with k-t-butoxide (0.601 g, 5.352 mmol) and methyl iodide (0.760 g, 5.352 mmol) in DMF (15 ml) to give the product (1.453 g, 4.624 mmol, 91%) as a yellow solid, mp 104-106° C. 1H NMR (DMSO-d6) δ 2.39 (s, 3H), 3.65 (s, 3H), 3.99 (s, 2H), 7.10-7.14 (m, 2H), 7.18 (d, J=6.7 Hz, 2H), 7.22 (t, J=7.6 Hz, 2H), 7.34 (d, J=8.6 Hz, 1H), 7.49 (d, J=1.... Reactants: C(C)(C)(C)OC(=O)N1CC(C1)OC1=C(C=CC(=C1)Cl)OC1C(C2=CC=CC=C2C1)=NO (3-[5-Chloro-2-(1-hydroxyimino-indan-2-yloxy)-phenoxy]-azetidine-1-carboxylic acid tert-butyl ester), C(=O)(C(F)(F)F)O (CF3COOH). Solvent: C(Cl)Cl (CH2Cl2). Run at temperature 25 celsius, time 4 hour. Product: N1CC(C1)OC1=C(OC2C(C3=CC=CC=C3C2)=NO)C=CC(=C1)Cl (2-[2-(Azetidin-3-yloxy)-4-chloro-phenoxy]-indan-1-one oxime). RXN SMILES: C(OC([N:8]1[CH2:11][CH:10]([O:12][C:13]2[CH:18]=[C:17]([Cl:19])[CH:16]=[CH:15][C:14]=2[O:20][CH:21]2[CH2:29][C:28]3[C:23](=[CH:24][CH:25]=[CH:26][CH:27]=3)[C:22]2=[N:30][OH:31])[CH2:9]1)=O)(C)(C)C.C(O)(C(F)(F)F)=O>C(Cl)Cl>[NH:8]1[CH2:11][CH:10]([O:12][C:13]2[CH:18]=[C:17]([Cl:19])[CH:16]=[CH:15][C:14]=2[O:20][CH:21]2[CH2:29][C:28]3[C:23](=[CH:24][CH:25]=[CH:26][CH:27]=3)[C:22]2=[N:30][OH:31])[CH2:9]1. Procedure details: The title compound from Step B was dissolved in CH2Cl2 (20 mL), and CF3COOH (3 mL) was added. The mixture was stirred at 25° C. for 4 h. After concentration and purification via PTLC, the title compound was obtained (91 mg). MS (ESI): mass calcd. for C18H17ClN2O3, 344.1; m/z found, 345.0 [M+H]+. 1H NMR (MeOD): 8.40 (d, J=8.0 Hz, 1H), 7.50-6.80 (m, 6H), 5.48-5.46 (m, 1H), 5.18-5.10 (m, 1H), 4.45-4.32 (m, 2H), 4.18-4.08 (m, 2H), 3.62-3.52 (m, 1H), 3.16-3.08 (m, 1H). Reactants: ClC1=CC=C(C=C1)N1C(=NC(=C1)C(=O)O)C1=C(C=C(C=C1)Cl)Cl (1-(4-chloro-phenyl)-2-(2,4-dichloro-phenyl)-1H-imidazole-4-carboxylic acid), Cl.CNOC (N,O-dimethylhydroxylamine hydrochloride), TEA, CCCP1(=O)OP(=O)(OP(=O)(O1)CCC)CCC (1-propane phosphonic acid cyclic anhydride). Run in C1CCOC1 (THF), C(C)(=O)OCC (ethyl acetate). Run at time 8 hour. Product: CON(C(=O)C=1N=C(N(C1)C1=CC=C(C=C1)Cl)C1=C(C=C(C=C1)Cl)Cl)C (1-(4-chloro-phenyl)-2-(2,4-dichloro-phenyl)-1H-imidazole-4-carboxylic acid methoxy-methyl-amide). As a reaction SMILES: [Cl:1][C:2]1[CH:7]=[CH:6][C:5]([N:8]2[CH:12]=[C:11]([C:13]([OH:15])=O)[N:10]=[C:9]2[C:16]2[CH:21]=[CH:20][C:19]([Cl:22])=[CH:18][C:17]=2[Cl:23])=[CH:4][CH:3]=1.Cl.[CH3:25][NH:26][O:27][CH3:28].CCCP1(OP(CCC)(=O)OP(CCC)(=O)O1)=O>C1COCC1.C(OCC)(=O)C>[CH3:28][O:27][N:26]([CH3:25])[C:13]([C:11]1[N:10]=[C:9]([C:16]2[CH:21]=[CH:20][C:19]([Cl:22])=[CH:18][C:17]=2[Cl:23])[N:8]([C:5]2[CH:4]=[CH:3][C:2]([Cl:1])=[CH:7][CH:6]=2)[CH:12]=1)=[O:15] |f:1.2|. Reported procedure: To a solution of 1-(4-chloro-phenyl)-2-(2,4-dichloro-phenyl)-1H-imidazole-4-carboxylic acid I-7d (1.31 g, 3.57 mmol) and N,O-dimethylhydroxylamine hydrochloride (0.42 g, 1.2 equiv) in THF (14 ml) were added TEA (4.97 ml, 10 equiv) and 1-propane phosphonic acid cyclic anhydride (3.21 ml, 1.5 equiv). The reaction mixture was stirred at room temperature overnight, diluted with ethyl acetate and washed with water, 10% citric acid, and saturated aqueous sodium chloride. The organic phase was dried ov... Reactants: CN(C)CC1=CC=2CN(CCC2O1)C(COC1=CC2=CC=CC=C2C=C1)=O (1-(2-Dimethylaminomethyl-6,7-dihydro-4H-furo[3,2-c]pyridin-5-yl)-2-(2-naphthoxy)ethan-1-one), Cl (hydrogen chloride). The solvent is CO (methanol), C(C)(=O)OCC (ethyl acetate). The product is Cl.CN(C)CC1=CC=2CN(CCC2O1)C(COC1=CC2=CC=CC=C2C=C1)=O (1-(2-dimethylaminomethyl-6,7-dihydro-4H-furo[3,2-c]pyridin-5-yl)-2-(2-naphthoxy)ethan-1-one hydrochloride). Reaction SMILES: [CH3:1][N:2]([CH2:4][C:5]1[O:13][C:12]2[CH2:11][CH2:10][N:9]([C:14](=[O:27])[CH2:15][O:16][C:17]3[CH:26]=[CH:25][C:24]4[C:19](=[CH:20][CH:21]=[CH:22][CH:23]=4)[CH:18]=3)[CH2:8][C:7]=2[CH:6]=1)[CH3:3].[ClH:28]>CO.C(OCC)(=O)C>[ClH:28].[CH3:3][N:2]([CH2:4][C:5]1[O:13][C:12]2[CH2:11][CH2:10][N:9]([C:14](=[O:27])[CH2:15][O:16][C:17]3[CH:26]=[CH:25][C:24]4[C:19](=[CH:20][CH:21]=[CH:22][CH:23]=4)[CH:18]=3)[CH2:8][C:7]=2[CH:6]=1)[CH3:1] |f:4.5|. Procedure: 1-(2-Dimethylaminomethyl-6,7-dihydro-4H-furo[3,2-c]pyridin-5-yl)-2-(2-naphthoxy)ethan-1-one 0.190 g was dissolved in 2 ml of methanol; hydrogen chloride in ethyl acetate was added in excess, followed by stirring. After this mixture was concentrated, diethyl ether was added; the resulting solid was filtered and washed with diethyl ether to yield the desired product.